Dataset: the Open Reaction Database (ORD), a public repository of structured organic reaction records. Task: describe an organic reaction: reactants, conditions, products, and yield Reactants: ClC1=NC=C(C(=N1)N(CC(C(=O)OC)(C)C)[C@H]1CC(CC1)(F)F)[N+](=O)[O-] ((R)-methyl 3-((2-chloro-5-nitropyrimidin-4-yl)(3,3-difluorocyclopentyl)amino)-2,2-dimethylpropanoate). The reagents and catalysts are [Fe] (iron). Solvent: C(C)(=O)O (acetic acid). Run at temperature 70 celsius. Yields the product ClC=1N=CC2=C(N(CC(C(N2)=O)(C)C)[C@H]2CC(CC2)(F)F)N1 ((R)-2-chloro-9-(3,3-difluorocyclopentyl)-7,7-dimethyl-8,9-dihydro-5H-pyrimido[4,5-b][1,4]diazepin-6(7H)-one). Isolated yield 72.3%. Reaction SMILES: [Cl:1][C:2]1[N:7]=[C:6]([N:8]([C@@H:17]2[CH2:21][CH2:20][C:19]([F:23])([F:22])[CH2:18]2)[CH2:9][C:10]([CH3:16])([CH3:15])[C:11]([O:13]C)=O)[C:5]([N+:24]([O-])=O)=[CH:4][N:3]=1>C(O)(=O)C.[Fe]>[Cl:1][C:2]1[N:3]=[CH:4][C:5]2[NH:24][C:11](=[O:13])[C:10]([CH3:16])([CH3:15])[CH2:9][N:8]([C@@H:17]3[CH2:21][CH2:20][C:19]([F:22])([F:23])[CH2:18]3)[C:6]=2[N:7]=1. Procedure details: A mixture of (R)-methyl 3-((2-chloro-5-nitropyrimidin-4-yl)(3,3-difluorocyclopentyl)amino)-2,2-dimethylpropanoate (2.74 g, 6.98 mmol) and iron powder (0.799 g, 14.31 mmol) in glacial acetic acid (30 mL) was heated to 70° C. for 2 hours. The reaction mixture was filtered hot and the cake was further washed with acetic acid. The mother liquors were concentrated in vacuo. The residue was taken up in a 15% solution of methanol in dichloromethane and filtered through a pad of silica gel rinsing with ... Reactants: C(C)(C)(C)OC(=O)N[C@H](C(=O)OCC1=CC=CC=C1)CC=1OC(=NN1)CC=1SC2=C(N1)C=CC(=C2)C2=CC=CC=C2 ((S)-Benzyl 2-((tert-butoxycarbonyl)amino)-3-(5-((6-phenylbenzo[d]thiazol-2-yl)methyl)-1,3,4-oxadiazol-2-yl)propanoate), C(=O)(C(F)(F)F)O (TFA). The solvent is C(Cl)Cl (DCM). Reaction conditions: time 1 hour. Yields the product N[C@H](C(=O)OCC1=CC=CC=C1)CC=1OC(=NN1)CC=1SC2=C(N1)C=CC(=C2)C2=CC=CC=C2 ((S)-benzyl 2-amino-3-(5-((6-phenylbenzo[d]thiazol-2-yl)methyl)-1,3,4-oxadiazol-2-yl)propanoate). Isolated yield 131.2%. Reaction SMILES: C(OC([NH:8][C@@H:9]([CH2:20][C:21]1[O:22][C:23]([CH2:26][C:27]2[S:28][C:29]3[CH:35]=[C:34]([C:36]4[CH:41]=[CH:40][CH:39]=[CH:38][CH:37]=4)[CH:33]=[CH:32][C:30]=3[N:31]=2)=[N:24][N:25]=1)[C:10]([O:12][CH2:13][C:14]1[CH:19]=[CH:18][CH:17]=[CH:16][CH:15]=1)=[O:11])=O)(C)(C)C.C(O)(C(F)(F)F)=O>C(Cl)Cl>[NH2:8][C@@H:9]([CH2:20][C:21]1[O:22][C:23]([CH2:26][C:27]2[S:28][C:29]3[CH:35]=[C:34]([C:36]4[CH:37]=[CH:38][CH:39]=[CH:40][CH:41]=4)[CH:33]=[CH:32][C:30]=3[N:31]=2)=[N:24][N:25]=1)[C:10]([O:12][CH2:13][C:14]1[CH:19]=[CH:18][CH:17]=[CH:16][CH:15]=1)=[O:11]. Reported procedure: To a solution of Compound 45a (460 mg, 0.81 mmol) in DCM (5 mL) was added TFA (5 mL) and the reaction mixture stirred for 1 h. The reaction mixture was concentrated under reduced pressure, and the residue was co-evaporated with toluene (3×) and DCM, then dried under high vacuum to give (S)-benzyl 2-amino-3-(5-((6-phenylbenzo[d]thiazol-2-yl)methyl)-1,3,4-oxadiazol-2-yl)propanoate (500 mg, 100% yield) as a yellow solid. LCMS=1.90 min using analytical method (B), 471.0 (M+H). In a separate flask, t... The reactants are FC=1C=NC(=NC1)N1C[C@@]2(N=C(SC[C@@H]2C1)N)C=1SC(=CC1)F ((4aR,7aR)-6-(5-fluoropyrimidin-2-yl)-7a-(5-fluorothiophen-2-yl)-4,4a,5,6,7,7a-hexahydropyrrolo[3,4-d][1,3]thiazin-2-amine), Cl (HCl). The solvent is C(C)OCC (diethyl ether), C(C)OCC (diethyl ether). Product: Cl.FC=1C=NC(=NC1)N1C[C@@]2(N=C(SC[C@@H]2C1)N)C=1SC(=CC1)F ((4aR,7aR)-6-(5-Fluoropyrimidin-2-yl)-7a-(5-fluorothiophen-2-yl)-4,4a,5,6,7,7a-hexahydropyrrolo[3,4-d][1,3]thiazin-2-amine hydrochloride). Yield: 97.0%. RXN SMILES: [F:1][C:2]1[CH:3]=[N:4][C:5]([N:8]2[CH2:16][C@@H:15]3[C@@:10]([C:18]4[S:19][C:20]([F:23])=[CH:21][CH:22]=4)([N:11]=[C:12]([NH2:17])[S:13][CH2:14]3)[CH2:9]2)=[N:6][CH:7]=1.[ClH:24]>C(OCC)C>[ClH:24].[F:1][C:2]1[CH:7]=[N:6][C:5]([N:8]2[CH2:16][C@@H:15]3[C@@:10]([C:18]4[S:19][C:20]([F:23])=[CH:21][CH:22]=4)([N:11]=[C:12]([NH2:17])[S:13][CH2:14]3)[CH2:9]2)=[N:4][CH:3]=1 |f:3.4|. Reported procedure: To a stirred clear colorless solution of [(4aR,7aR)-6-(5-fluoropyrimidin-2-yl)-7a-(5-fluorothiophen-2-yl)-4,4a,5,6,7,7a-hexahydropyrrolo[3,4-d][1,3]thiazin-2-amine (255 mg, 722 μmol) and diethyl ether (10 mL) is added a solution of 1 M HCl in diethyl ether (794 μL, 794 μmol). The resulting white mixture is stirred for a few minutes and the resulting solid collected and rinsed with diethyl ether (10 mL), to give the title compound (274 mg, 97%) as a white solid. ES/MS (m/e): 354.0 (M+H). The reactants are ClCCC(=O)Cl (3-chloropropanoyl chloride), C1NCCC2=CC=CC=C12 (3,4-dihydro-1H-isoquinoline). The solvent is O1CCCC1 (tetrahydrofuran). Conditions: temperature 10 celsius, time 30 minute. Product: ClCCC(=O)N1CC2=CC=CC=C2CC1 (3-Chloro-1-(3,4-dihydro-1H-isoquinolin-2-yl)propan-1-one). Yield: 59.5%. RXN SMILES: [Cl:1][CH2:2][CH2:3][C:4](Cl)=[O:5].[CH2:7]1[C:16]2[C:11](=[CH:12][CH:13]=[CH:14][CH:15]=2)[CH2:10][CH2:9][NH:8]1>O1CCCC1>[Cl:1][CH2:2][CH2:3][C:4]([N:8]1[CH2:9][CH2:10][C:11]2[C:16](=[CH:15][CH:14]=[CH:13][CH:12]=2)[CH2:7]1)=[O:5]. Procedure details: A solution of 3-chloropropanoyl chloride (10.5 g) in tetrahydrofuran (400 mL) was cooled down to 6° C. followed by the addition of a solution of 3,4-dihydro-1H-isoquinoline (10.0 g). The resulting mixture was stirred at 10° C. for 30 min, filtered and concentrated in vacuo. The residue was subjected to a standard aqueous work up procedure followed by purification by flash chromatography on silicagel (eluent: ethyl acetate/heptane 1:1) to give the product as a colourless oil (10 g). The reactants are BrC=1C=CC(=C(C(=O)NCC23CC4CC(CC(C2)C4)C3)C1)Cl (5-bromo-2-chloro-N-(tricyclo[3.3.1.13,7]dec-1-ylmethyl)benzamide), C(CCC)C(=C(CCCC)CCCC)[Sn] (tributylvinyltin), [F-].[Cs+] (cesium fluoride). The reagents and catalysts are C=1C=CC(=CC1)[P](C=2C=CC=CC2)(C=3C=CC=CC3)[Pd]([P](C=4C=CC=CC4)(C=5C=CC=CC5)C=6C=CC=CC6)([P](C=7C=CC=CC7)(C=8C=CC=CC8)C=9C=CC=CC9)[P](C=1C=CC=CC1)(C=1C=CC=CC1)C=1C=CC=CC1 (tetrakis(triphenylphosphine)palladium(0)). Solvent: C1(=CC=CC=C1)C (toluene), CC(=O)C (acetone). Yields the product ClC1=C(C(=O)NCC23CC4CC(CC(C2)C4)C3)C=C(C=C1)C=C (2-Chloro-5-ethenyl-N-(tricyclo[3.3.1.13,7 ]dec-1-ylmethyl)benzamide). RXN SMILES: Br[C:2]1[CH:3]=[CH:4][C:5]([Cl:22])=[C:6]([CH:21]=1)[C:7]([NH:9][CH2:10][C:11]12[CH2:20][CH:15]3[CH2:16][CH:17]([CH2:19][CH:13]([CH2:14]3)[CH2:12]1)[CH2:18]2)=[O:8].[CH2:23](C([Sn])=C(CCCC)CCCC)[CH2:24]CC.[F-].[Cs+]>C1(C)C=CC=CC=1.CC(C)=O.C1C=CC([P]([Pd]([P](C2C=CC=CC=2)(C2C=CC=CC=2)C2C=CC=CC=2)([P](C2C=CC=CC=2)(C2C=CC=CC=2)C2C=CC=CC=2)[P](C2C=CC=CC=2)(C2C=CC=CC=2)C2C=CC=CC=2)(C2C=CC=CC=2)C2C=CC=CC=2)=CC=1>[Cl:22][C:5]1[CH:4]=[CH:3][C:2]([CH:23]=[CH2:24])=[CH:21][C:6]=1[C:7]([NH:9][CH2:10][C:11]12[CH2:20][CH:15]3[CH2:16][CH:17]([CH2:19][CH:13]([CH2:14]3)[CH2:12]1)[CH2:18]2)=[O:8] |f:2.3,^1:24,54,56,75,94|. Procedure: A solution of 5-bromo-2-chloro-N-(tricyclo[3.3.1.13,7]dec-1-ylmethyl)benzamide (prepared as described in WO 00/61569) (1.0 g), tetrakis(triphenylphosphine)palladium(0) (96 mg) and tributylvinyltin (1.15 mL) in toluene (15 mL) was heated at reflux for 3 hours, then cooled to room temperature, diluted with acetone (30 mL) and treated with cesium fluoride (10% aq, 10 mL) at room temperature for 2 hours. The resulting mixture was filtered through celite with further washing with toluene and concentr... Starting materials: [Cl-].O[NH3+] (hydroxylammonium chloride), C(O)([O-])=O.[Na+] (sodium hydrogencarbonate), CS(=O)C (dimethyl sulfoxide), BrC=1C=C(C=CC1OC)C(CN1C(N(C2=C(C1=O)C=C(S2)CC)CC2=CC=C(C=C2)C=2C(=CC=CC2)C#N)=O)=O (4′-{[3-[2-(3-bromo-4-methoxyphenyl)-2-oxoethyl]-6-ethyl-2,4-dioxo-3,4-dihydrothieno[2,3-d]pyrimidin-1(2H)-yl]methyl}biphenyl-2-carbonitrile). Solvent: C(Cl)(Cl)Cl (chloroform). Run at temperature 40 celsius, time 30 minute. The product is BrC=1C=C(C=CC1OC)C(CN1C(N(C2=C(C1=O)C=C(S2)CC)CC2=CC=C(C=C2)C2=C(C=CC=C2)C2=NOC(N2)=O)=O)=O (3-[2-(3-bromo-4-methoxyphenyl)-2-oxoethyl]-6-ethyl-1-{[2′-(5-oxo-4,5-dihydro-1,2,4-oxadiazol-3-yl)biphenyl-4-yl]methyl}thieno[2,3-d]pyrimidine-2,4(1H,3H)-dione). Isolated yield 15.5%. As a reaction SMILES: [Cl-].O[NH3+:3].[C:4](=[O:7])([O-])[OH:5].[Na+].CS(C)=O.[Br:13][C:14]1[CH:15]=[C:16]([C:22](=[O:52])[CH2:23][N:24]2[C:29](=[O:30])[C:28]3[CH:31]=[C:32]([CH2:34][CH3:35])[S:33][C:27]=3[N:26]([CH2:36][C:37]3[CH:42]=[CH:41][C:40]([C:43]4[C:44]([C:49]#[N:50])=[CH:45][CH:46]=[CH:47][CH:48]=4)=[CH:39][CH:38]=3)[C:25]2=[O:51])[CH:17]=[CH:18][C:19]=1[O:20][CH3:21]>C(Cl)(Cl)Cl>[Br:13][C:14]1[CH:15]=[C:16]([C:22](=[O:52])[CH2:23][N:24]2[C:29](=[O:30])[C:28]3[CH:31]=[C:32]([CH2:34][CH3:35])[S:33][C:27]=3[N:26]([CH2:36][C:37]3[CH:42]=[CH:41][C:40]([C:43]4[CH:48]=[CH:47][CH:46]=[CH:45][C:44]=4[C:49]4[NH:3][C:4](=[O:7])[O:5][N:50]=4)=[CH:39][CH:38]=3)[C:25]2=[O:51])[CH:17]=[CH:18][C:19]=1[O:20][CH3:21] |f:0.1,2.3|. Procedure: A mixture of hydroxylammonium chloride (1.8 g), sodium hydrogencarbonate (2.75 g) and dimethyl sulfoxide (20 mL) was stirred at 40° C. for 30 min, 4′-{[3-[2-(3-bromo-4-methoxyphenyl)-2-oxoethyl]-6-ethyl-2,4-dioxo-3,4-dihydrothieno[2,3-d]pyrimidin-1(2H)-yl]methyl}biphenyl-2-carbonitrile (1 g) was added, and the mixture was stirred at 90° C. for 16 hr. The reaction mixture was diluted with chloroform, washed successively with water and saturated brine, and dried over anhydrous magnesium sulfate. T... Reactants: C(C1=CC=CC=C1)OC1=C([N+](=CC=C1)[O-])C(=O)OC (methyl 3-benzyloxypicolinate-N-oxide), trimethylsilylnitrile, CN(C(=O)Cl)C (N,N-dimethylcarbamoyl chloride). Solvent: ClCCl (dichloromethane). Yields the product C(C1=CC=CC=C1)OC=1C(=NC(=CC1)N(C)C)C(=O)OC (methyl 3-benzyloxy-6-(N,N-dimethylamino)picolinate). Reaction SMILES: [CH2:1]([O:8][C:9]1[CH:14]=[CH:13][CH:12]=[N+:11]([O-])[C:10]=1[C:16]([O:18][CH3:19])=[O:17])[C:2]1[CH:7]=[CH:6][CH:5]=[CH:4][CH:3]=1.[CH3:20][N:21](C)[C:22](Cl)=O>ClCCl>[CH2:1]([O:8][C:9]1[C:10]([C:16]([O:18][CH3:19])=[O:17])=[N:11][C:12]([N:21]([CH3:22])[CH3:20])=[CH:13][CH:14]=1)[C:2]1[CH:7]=[CH:6][CH:5]=[CH:4][CH:3]=1. Reported procedure: 15 g (58 mmol) of methyl 3-benzyloxypicolinate-N-oxide, 6.7 g (67 mmol) of trimethylsilylnitrile and 8.3 g (61 mmol) of N,N-dimethylcarbamoyl chloride were added to 100 ml of dichloromethane, and the mixture was allowed to stand at room temperature while stirring. The organic layer obtained was washed with water, dried and concentrated, and the residue thus obtained was purified by column chromatography to obtain an aimed compound. Reactants: OC=1C=C(C(=O)OC)C=CC1C#C (methyl 3-hydroxy-4-ethynylbenzoate), PtCl2. The solvent is C1(=CC=CC=C1)C (toluene). Conditions: temperature 80 celsius, time 1.5 hour. The product is O1C=CC2=C1C=C(C=C2)C(=O)OC (methyl benzofuran-6-carboxylate). RXN SMILES: [OH:1][C:2]1[CH:3]=[C:4]([CH:9]=[CH:10][C:11]=1[C:12]#[CH:13])[C:5]([O:7][CH3:8])=[O:6]>C1(C)C=CC=CC=1>[O:1]1[C:2]2[CH:3]=[C:4]([C:5]([O:7][CH3:8])=[O:6])[CH:9]=[CH:10][C:11]=2[CH:12]=[CH:13]1. Procedure: To a solution of methyl 3-hydroxy-4-ethynylbenzoate (1 eq.) in dry toluene was added PtCl2 (0.1 eq.) under argon. The reaction mixture was stirred at 80° C. for 1.5 h, warmed to 20° C. and the solvents removed under reduced pressure. The crude was purified by chromatography on silica gel (elution with heptane/EtOAc: 9/1) to afford methyl benzofuran-6-carboxylate. The reactants are C1(=CC=CC=C1)C1=NOC2(C1)CCC(CC2)C(=O)O (3-Phenyl-1-oxa-2-azaspiro[4.5]dec-2-ene-8-carboxylic acid), C(C)N(C(C)C)C(C)C (N-ethyldiisopropylamine), O.ON1N=NC2=C1C=CC=C2 (1-hydroxybenzotriazole hydrate), F[B-](F)(F)F.N1(N=NC2=C1C=CC=C2)OC(=[N+](C)C)N(C)C (O-(benzotriazol-1-yl)-N,N,N′,N′-tetramethyluronium tetrafluoroborate), ClC=1C(=NC=CC1)N1CCNCC1 (1-(3-chloropyridin-2-yl)piperazine). Solvent: C1CCOC1 (THF). Reaction conditions: time 8 hour. Product: desired product, ClC=1C(=NC=CC1)N1CCN(CC1)C(=O)C1CCC2(CC(=NO2)C2=CC=CC=C2)CC1 ([4-(3-chloropyridin-2-yl)piperazin-1-yl]-(3-phenyl-1-oxa-2-azaspiro[4.5]dec-2-en-8-yl)methanone). As a reaction SMILES: [C:1]1([C:7]2[CH2:11][C:10]3([CH2:16][CH2:15][CH:14]([C:17](O)=[O:18])[CH2:13][CH2:12]3)[O:9][N:8]=2)[CH:6]=[CH:5][CH:4]=[CH:3][CH:2]=1.C(N(C(C)C)C(C)C)C.O.ON1C2C=CC=CC=2N=N1.F[B-](F)(F)F.N1(OC(N(C)C)=[N+](C)C)C2C=CC=CC=2N=N1.[Cl:62][C:63]1[C:64]([N:69]2[CH2:74][CH2:73][NH:72][CH2:71][CH2:70]2)=[N:65][CH:66]=[CH:67][CH:68]=1>C1COCC1>[Cl:62][C:63]1[C:64]([N:69]2[CH2:70][CH2:71][N:72]([C:17]([CH:14]3[CH2:13][CH2:12][C:10]4([O:9][N:8]=[C:7]([C:1]5[CH:6]=[CH:5][CH:4]=[CH:3][CH:2]=5)[CH2:11]4)[CH2:16][CH2:15]3)=[O:18])[CH2:73][CH2:74]2)=[N:65][CH:66]=[CH:67][CH:68]=1 |f:2.3,4.5|. Procedure: 3-Phenyl-1-oxa-2-azaspiro[4.5]dec-2-ene-8-carboxylic acid (750 mg, 2.9 mmol) was slowly added to a solution of N-ethyldiisopropylamine (1.02 g, 7.1 mmol), 1-hydroxybenzotriazole hydrate (320 mg, 2.4 mmol), O-(benzotriazol-1-yl)-N,N,N′,N′-tetramethyluronium tetrafluoroborate (758 mg, 2.4 mmol) and 1-(3-chloropyridin-2-yl)piperazine (467 mg, 2.4 mmol) in abs. THF (17 ml). The reaction mixture was stirred overnight and the solvent removed under vacuum. The residue was taken up in EtOAc (100 ml). Th...